Dataset: the Open Reaction Database (ORD), a public repository of structured organic reaction records. Task: describe an organic reaction: reactants, conditions, products, and yield Reported procedure: 3.0 g of ethyl (R/S)-2-(3-hydroxy-2-oxo-1-pyrrolidinyl)acetate and 5.9 g of cis-4-(2,6-dimethyl-1-piperidinyl)butylamine are heated to 95°-100° for 3.5 hours under nitrogen. The mixture is chromatographed on 70 g of aluminum oxide (activity grade III, neutral). The (R/S)-cis-N-[4-(2,6-dimethyl-1-piperidinyl)butyl]-2-(3-hydroxy-2-oxo-1-pyrrolidinyl)acetamide which is eluted with ethanol has a melting point of 90°-92° after crystallization from diethyl ether. RXN SMILES: [OH:1][CH:2]1[CH2:6][CH2:5][N:4]([CH2:7][C:8]([O:10]CC)=O)[C:3]1=[O:13].[CH3:14][C@H:15]1[CH2:20][CH2:19][CH2:18][C@@H:17]([CH3:21])[N:16]1[CH2:22][CH2:23][CH2:24][CH2:25][NH2:26]>>[CH3:14][C@H:15]1[CH2:20][CH2:19][CH2:18][C@@H:17]([CH3:21])[N:16]1[CH2:22][CH2:23][CH2:24][CH2:25][NH:26][C:8](=[O:10])[CH2:7][N:4]1[CH2:5][CH2:6][CH:2]([OH:1])[C:3]1=[O:13]. Starting materials: OC1C(N(CC1)CC(=O)OCC)=O (ethyl (R/S)-2-(3-hydroxy-2-oxo-1-pyrrolidinyl)acetate), C[C@@H]1N([C@@H](CCC1)C)CCCCN (cis-4-(2,6-dimethyl-1-piperidinyl)butylamine). Yields the product C[C@@H]1N([C@@H](CCC1)C)CCCCNC(CN1C(C(CC1)O)=O)=O ((R/S)-cis-N-[4-(2,6-dimethyl-1-piperidinyl)butyl]-2-(3-hydroxy-2-oxo-1-pyrrolidinyl)acetamide). The reactants are C(C)(C)(C)OC(C(C)(C)SC=1SC=C(N1)CCO)=O (2-{[4-(2-hydroxyethyl)-1,3-thiazol-2-yl]thio}-2-methylpropionic acid tert-butyl ester), Cl.C(C)(=O)OCC (hydrochloric acid ethyl acetate), ClC1=NC=C(C=C1)O (2-chloro-5-hydroxypyridine), FC1=CC=C(C=C1)OB(O)O (4-fluorophenylboric acid). Solvent: C(C)OCC (diethyl ether). Product: Cl.FC1=CC=C(C=C1)C1=CC=C(C=N1)OCCC=1N=C(SC1)SC(C(=O)O)(C)C (2-{[4-(2-{[6-(4-fluorophenyl)pyridin-3-yl]oxy}ethyl)-1,3-thiazol-2-yl]thio}-2-methylpropionic acid hydrochloride). RXN SMILES: C([O:5][C:6](=[O:19])[C:7]([S:10][C:11]1[S:12][CH:13]=[C:14]([CH2:16][CH2:17][OH:18])[N:15]=1)([CH3:9])[CH3:8])(C)(C)C.[Cl:20][C:21]1[CH:26]=[CH:25][C:24](O)=[CH:23][N:22]=1.[F:28][C:29]1[CH:34]=[CH:33][C:32](OB(O)O)=[CH:31][CH:30]=1.Cl.C(OCC)(=O)C>C(OCC)C>[ClH:20].[F:28][C:29]1[CH:34]=[CH:33][C:32]([C:21]2[N:22]=[CH:23][C:24]([O:18][CH2:17][CH2:16][C:14]3[N:15]=[C:11]([S:10][C:7]([CH3:8])([CH3:9])[C:6]([OH:5])=[O:19])[S:12][CH:13]=3)=[CH:25][CH:26]=2)=[CH:31][CH:30]=1 |f:3.4,6.7|. Procedure details: A compound obtained by an operation similar to that of Example 67-1 and using 2-{[4-(2-hydroxyethyl)-1,3-thiazol-2-yl]thio}-2-methylpropionic acid tert-butyl ester synthesized in Example 4 and 2-chloro-5-hydroxypyridine synthesized in reference to patent reference [WO9825920] as starting materials, followed by an operation similar to that of Example 68 and using 4-fluorophenylboric acid was dissolved in diethyl ether and the solution was reacted with 4 mol/L hydrochloric acid-ethyl acetate to gi... As a reaction SMILES: II.[C:3]([O:6][CH2:7][CH2:8][O:9][C:10]1[CH:15]=[CH:14][C:13]([N+:16]([O-])=O)=[C:12]([CH:19]=[C:20]2[NH:24][C:23](=[O:25])[NH:22][C:21]2=O)[CH:11]=1)(=[O:5])[CH3:4]>C(#N)C>[C:3]([O:6][CH2:7][CH2:8][O:9][C:10]1[CH:15]=[CH:14][C:13]2[N:16]=[C:21]3[NH:22][C:23](=[O:25])[NH:24][C:20]3=[CH:19][C:12]=2[CH:11]=1)(=[O:5])[CH3:4]. Starting materials: II (iodine), C(C)(=O)OCCOC1=CC(=C(C=C1)[N+](=O)[O-])C=C1C(NC(N1)=O)=O (2-[3-[(2,4-dioxoimidazolidin-5-ylidene)methyl]-4-nitrophenoxy]ethyl acetate). Solvent: C(C)#N (acetonitrile). Procedure details: This compound, m.p. 299°-302° C. (dec.), was prepared analogous to Example 10 (using acetonitrile in place of methanol for the iodine treatment) from 2-[3-[(2,4-dioxoimidazolidin-5-ylidene)methyl]-4-nitrophenoxy]ethyl acetate. The product is C(C)(=O)OCCOC1=CC=2C=C3C(=NC2C=C1)NC(N3)=O (2-[(2,3-Dihydro-2-oxo-1H-imidazo[4,5-b]quinolin-7-yl)oxy]ethyl Acetate). Reactants: Clc1ccc2cc[nH]c2c1, Fc1ccccc1I. The product is Fc1ccccc1-n1ccc2ccc(Cl)cc21. Reaction SMILES: [Cl:1][c:2]1[cH:3][cH:4][c:5]2[cH:6][cH:7][nH:8][c:9]2[cH:10]1.[F:11][c:12]1[c:13]([I:18])[cH:14][cH:15][cH:16][cH:17]1>>[Cl:1][c:2]1[cH:3][cH:4][c:5]2[cH:6][cH:7][n:8](-[c:13]3[c:12]([F:11])[cH:17][cH:16][cH:15][cH:14]3)[c:9]2[cH:10]1. Reactants: CC(=O)O, Cc1cc(O)c(SCC2CCCCC2)c(=O)o1, O, OO. Yields the product Cc1cc(O)c(S(=O)CC2CCCCC2)c(=O)o1. As a reaction SMILES: [CH3:20][C:21]([OH:22])=[O:23].[CH:1]1([CH2:7][S:8][c:9]2[c:10](=[O:17])[o:11][c:12]([CH3:16])[cH:13][c:14]2[OH:15])[CH2:2][CH2:3][CH2:4][CH2:5][CH2:6]1.[OH2:24].[OH:18][OH:19]>>[CH:1]1([CH2:7][S:8]([c:9]2[c:10](=[O:17])[o:11][c:12]([CH3:16])[cH:13][c:14]2[OH:15])=[O:22])[CH2:2][CH2:3][CH2:4][CH2:5][CH2:6]1. Starting materials: C(C)(C)(C)NC(=O)[C@H]1N(C[C@H]2CCCC[C@H]2C1)C[C@H]([C@H](CC1=CC=CC=C1)NC([C@@H](NC(C1=CC(=CC=C1)C#N)=O)C(C)(C)S(=O)(=O)C)=O)O (N-tert-butyl-2-[3(S)-[[N-(3-cyanobenzoyl)-3-(methanesulfonyl)-L-valyl]amino]-2(R)-hydroxy-4-phenylbutyl]-1,2,3,4,4a(S),5,6,7,8,8a(S)-decahydro-3(S)-isoquinolinecarboxamide), COCCOCCOCC(=O)O (2-[2-(2-methoxyethoxy)ethoxy]acetic acid). Product: C(C)(C)(C)NC(=O)[C@H]1N(C[C@H]2CCCC[C@H]2C1)C[C@H]([C@H](CC1=CC=CC=C1)NC([C@@H](NC(C1=CC(=CC=C1)C#N)=O)C(C)(C)S(=O)(=O)C)=O)OC(COCCOCCOC)=O (N-tert-Butyl-2-[3(S)-[[N-(3-cyanobenzoyl)-3-(methanesulfonyl)-L-valyl]amino]-2(R)-[2-[2-(2-methoxyethoxy)ethoxy]acetoxy]-4-phenylbutyl]-1,2,3,4,4a(S),5,6,7,8,8a(S)-decahydro-3(S)-isoquinolinecarboxamide). As a reaction SMILES: [C:1]([NH:5][C:6]([C@@H:8]1[CH2:17][C@H:16]2[C@H:11]([CH2:12][CH2:13][CH2:14][CH2:15]2)[CH2:10][N:9]1[CH2:18][C@@H:19]([OH:50])[C@@H:20]([NH:28][C:29](=[O:49])[C@H:30]([C:42]([S:45]([CH3:48])(=[O:47])=[O:46])([CH3:44])[CH3:43])[NH:31][C:32](=[O:41])[C:33]1[CH:38]=[CH:37][CH:36]=[C:35]([C:39]#[N:40])[CH:34]=1)[CH2:21][C:22]1[CH:27]=[CH:26][CH:25]=[CH:24][CH:23]=1)=[O:7])([CH3:4])([CH3:3])[CH3:2].[CH3:51][O:52][CH2:53][CH2:54][O:55][CH2:56][CH2:57][O:58][CH2:59][C:60](O)=[O:61]>>[C:1]([NH:5][C:6]([C@@H:8]1[CH2:17][C@H:16]2[C@H:11]([CH2:12][CH2:13][CH2:14][CH2:15]2)[CH2:10][N:9]1[CH2:18][C@@H:19]([O:50][C:60](=[O:61])[CH2:59][O:58][CH2:57][CH2:56][O:55][CH2:54][CH2:53][O:52][CH3:51])[C@@H:20]([NH:28][C:29](=[O:49])[C@H:30]([C:42]([S:45]([CH3:48])(=[O:46])=[O:47])([CH3:44])[CH3:43])[NH:31][C:32](=[O:41])[C:33]1[CH:38]=[CH:37][CH:36]=[C:35]([C:39]#[N:40])[CH:34]=1)[CH2:21][C:22]1[CH:27]=[CH:26][CH:25]=[CH:24][CH:23]=1)=[O:7])([CH3:2])([CH3:3])[CH3:4]. Reported procedure: Example 160, [M+H]+ 868.5, was prepared in a manner analogous to Example 147 starting from N-tert-butyl-2-[3(S)-[[N-(3-cyanobenzoyl)-3-(methanesulfonyl)-L-valyl]amino]-2(R)-hydroxy-4-phenylbutyl]-1,2,3,4,4a(S),5,6,7,8,8a(S)-decahydro-3(S)-isoquinolinecarboxamide (Example 39) and 2-[2-(2-methoxyethoxy)ethoxy]acetic acid (Aldrich 40,7000-3). The reactants are C(CCC)C=1OC2=C(C1C(=O)C1=CC=C(OCCCO)C=C1)C=C(C=C2)[N+](=O)[O-] (3-{4-[(2-butyl-5-nitro-1-benzofuran-3-yl) carbonyl]phenoxy}propan-1-ol). The reagents and catalysts are [Pd] (Pd/C). Solvent: CO (methanol). Yields the product NC=1C=CC2=C(C(=C(O2)CCCC)C(=O)C2=CC=C(OCCCO)C=C2)C1 (3-{4-[(5-amino-2-butyl-1-benzofuran-3-yl)carbonyl]phenoxy}propan-1-ol). Isolated yield 90.7%. As a reaction SMILES: [CH2:1]([C:5]1[O:6][C:7]2[CH:26]=[CH:25][C:24]([N+:27]([O-])=O)=[CH:23][C:8]=2[C:9]=1[C:10]([C:12]1[CH:22]=[CH:21][C:15]([O:16][CH2:17][CH2:18][CH2:19][OH:20])=[CH:14][CH:13]=1)=[O:11])[CH2:2][CH2:3][CH3:4]>CO.[Pd]>[NH2:27][C:24]1[CH:25]=[CH:26][C:7]2[O:6][C:5]([CH2:1][CH2:2][CH2:3][CH3:4])=[C:9]([C:10]([C:12]3[CH:13]=[CH:14][C:15]([O:16][CH2:17][CH2:18][CH2:19][OH:20])=[CH:21][CH:22]=3)=[O:11])[C:8]=2[CH:23]=1. Procedure: 180 g (0.453 mol) of 3-{4-[(2-butyl-5-nitro-1-benzofuran-3-yl) carbonyl]phenoxy}propan-1-ol (formula(II)) dissolved in 1800 ml of methanol are loaded in a glass Buchi autoclave. Subsequently 9 g of Pd/C 10% (50% H2O) are added and H2 is loaded at a pressure of 4 bars. The mixture is left under stirring maintaining the temperature below 40° C. Once the consumption of hydrogen is complete, the reaction is left under stirring for approximately one further hour until it reaches 25° C. The catalyst i... Starting materials: COC1=CC=C(C=C1)N1N=CC2C1=NC=NC2=O (1-(4-methoxyphenyl)-1H-pyrazolo[3,4-d]pyrimidin-4(3aH)-one), P(=O)(Cl)(Cl)Cl (phosphoryl trichloride). Reaction conditions: temperature 100 celsius. The product is ClC1=C2C(=NC=N1)N(N=C2)C2=CC=C(C=C2)OC (4-chloro-1-(4-methoxyphenyl)-1H-pyrazolo[3,4-d]pyrimidine). As a reaction SMILES: [CH3:1][O:2][C:3]1[CH:8]=[CH:7][C:6]([N:9]2[C:13]3=[N:14][CH:15]=[N:16][C:17](=O)[CH:12]3[CH:11]=[N:10]2)=[CH:5][CH:4]=1.P(Cl)(Cl)([Cl:21])=O>>[Cl:21][C:17]1[N:16]=[CH:15][N:14]=[C:13]2[N:9]([C:6]3[CH:7]=[CH:8][C:3]([O:2][CH3:1])=[CH:4][CH:5]=3)[N:10]=[CH:11][C:12]=12. Procedure: A mixture of compound 44B (2 g, 8.26 mmol) and phosphoryl trichloride (11.51 mL, 124 mmol) was heated at 100° C. for 2 h and cooled. The reaction mixture was slowly poured onto ice. The precipitate was collected, washed with water and dried to provide the desired product. MS (APCI): m/z 261 (M+H). Product: CNS(=O)(=O)c1cccc(-c2csc3cnc(Nc4cc(N5CCN(CCO)CC5)nc(C)n4)nc23)c1. Reaction SMILES: [Cl:22][c:23]1[cH:24][c:25]([N:30]2[CH2:31][CH2:32][N:33]([CH2:36][CH2:37][OH:38])[CH2:34][CH2:35]2)[n:26][c:27]([CH3:29])[n:28]1.[NH2:1][c:2]1[n:3][cH:4][c:5]2[c:6]([n:7]1)[c:8](-[c:11]1[cH:12][c:13]([S:17](=[O:18])(=[O:19])[NH:20][CH3:21])[cH:14][cH:15][cH:16]1)[cH:9][s:10]2>>[NH:1]([c:2]1[n:3][cH:4][c:5]2[c:6]([n:7]1)[c:8](-[c:11]1[cH:12][c:13]([S:17](=[O:18])(=[O:19])[NH:20][CH3:21])[cH:14][cH:15][cH:16]1)[cH:9][s:10]2)[c:23]1[cH:24][c:25]([N:30]2[CH2:31][CH2:32][N:33]([CH2:36][CH2:37][OH:38])[CH2:34][CH2:35]2)[n:26][c:27]([CH3:29])[n:28]1. The reactants are Cc1nc(Cl)cc(N2CCN(CCO)CC2)n1, CNS(=O)(=O)c1cccc(-c2csc3cnc(N)nc23)c1.